From a dataset of the Open Reaction Database (ORD), a public repository of structured organic reaction records. describe an organic reaction: reactants, conditions, products, and yield Starting materials: O=C([O-])[O-], CCOC(=O)C(C#N)=Cc1ccccc1, CC(C)[N+](=O)[O-], CCO, [Cl-], [K+], [K+], [Na+]. Yields the product CCOC(=O)C1(C#N)C(c2ccccc2)C1(C)C. Reaction SMILES: [C:22](=[O:23])([O-:24])[O-:25].[CH2:1]([CH3:2])[O:3][C:4]([C:5](=[CH:6][c:7]1[cH:8][cH:9][cH:10][cH:11][cH:12]1)[C:13]#[N:14])=[O:15].[CH3:16][CH:17]([CH3:18])[N+:19](=[O:20])[O-:21].[CH3:30][CH2:31][OH:32].[Cl-:28].[K+:26].[K+:27].[Na+:29]>>[CH2:1]([CH3:2])[O:3][C:4]([C:5]1([C:13]#[N:14])[CH:6]([c:7]2[cH:8][cH:9][cH:10][cH:11][cH:12]2)[C:17]1([CH3:16])[CH3:18])=[O:15].